Task: describe an organic reaction: reactants, conditions, products, and yield. Dataset: the Open Reaction Database (ORD), a public repository of structured organic reaction records Reactants: O=C([O-])[O-], COC(OC)c1ccc(C2Nc3cccc4c(=O)[nH]nc(c34)C2c2ccccc2)cc1, Cl, [K+], [K+]. The product is O=Cc1ccc(C2Nc3cccc4c(=O)[nH]nc(c34)C2c2ccccc2)cc1. Reaction SMILES: [C:32](=[O:33])([O-:34])[O-:35].[CH3:1][O:2][CH:3]([c:4]1[cH:5][cH:6][c:7]([CH:10]2[CH:11]([c:24]3[cH:25][cH:26][cH:27][cH:28][cH:29]3)[c:12]3[n:13][nH:14][c:15](=[O:23])[c:16]4[cH:17][cH:18][cH:19][c:20]([c:21]34)[NH:22]2)[cH:8][cH:9]1)[O:30][CH3:31].[ClH:38].[K+:36].[K+:37]>>[O:2]=[CH:3][c:4]1[cH:5][cH:6][c:7]([CH:10]2[CH:11]([c:24]3[cH:25][cH:26][cH:27][cH:28][cH:29]3)[c:12]3[n:13][nH:14][c:15](=[O:23])[c:16]4[cH:17][cH:18][cH:19][c:20]([c:21]34)[NH:22]2)[cH:8][cH:9]1.